Dataset: the Open Reaction Database (ORD), a public repository of structured organic reaction records. Task: describe an organic reaction: reactants, conditions, products, and yield The reactants are C1(CC1)S(=O)(=O)Cl (Cyclopropanesulfonyl chloride), NC1=C2N(C(C(=C1NC1=C(C=C(C=C1)Br)F)C)=O)CCN2CC2=CC=CC=C2 (8-amino-1-benzyl-7-(4-bromo-2-fluoro-phenylamino)-6-methyl-2,3-dihydro-1H-imidazo[1,2-a]pyridin-5-one), C(C)OC(C)=O (ethylacetate). The solvent is N1=CC=CC=C1 (pyridine). Reaction conditions: time 3 hour. The product is C(C1=CC=CC=C1)N1CCN2C1=C(C(=C(C2=O)C)NC2=C(C=C(C=C2)Br)F)NS(=O)(=O)C2CC2 (Cyclopropanesulfonic acid [1-benzyl-7-(4-bromo-2-fluoro-phenylamino)-6-methyl-5-oxo-1,2,3,5-tetrahydro-imidazo[1,2-a]pyridin-8-yl]-amide). Isolated yield 27.4%. RXN SMILES: [CH:1]1([S:4](Cl)(=[O:6])=[O:5])[CH2:3][CH2:2]1.[NH2:8][C:9]1[C:14]([NH:15][C:16]2[CH:21]=[CH:20][C:19]([Br:22])=[CH:18][C:17]=2[F:23])=[C:13]([CH3:24])[C:12](=[O:25])[N:11]2[CH2:26][CH2:27][N:28]([CH2:29][C:30]3[CH:35]=[CH:34][CH:33]=[CH:32][CH:31]=3)[C:10]=12.C(OC(=O)C)C>N1C=CC=CC=1>[CH2:29]([N:28]1[C:10]2=[C:9]([NH:8][S:4]([CH:1]3[CH2:3][CH2:2]3)(=[O:6])=[O:5])[C:14]([NH:15][C:16]3[CH:21]=[CH:20][C:19]([Br:22])=[CH:18][C:17]=3[F:23])=[C:13]([CH3:24])[C:12](=[O:25])[N:11]2[CH2:26][CH2:27]1)[C:30]1[CH:35]=[CH:34][CH:33]=[CH:32][CH:31]=1. Reported procedure: Cyclopropanesulfonyl chloride (254 mg, 0.0002 mol) was added to a stirred solution of 8-amino-1-benzyl-7-(4-bromo-2-fluoro-phenylamino)-6-methyl-2,3-dihydro-1H-imidazo[1,2-a]pyridin-5-one (400 mg, 0.001 mol) in pyridine (4 mL). The resulting mixture was stirred at room temperature for 3 hours. The reaction mixture was monitored by TLC (100% ethylacetate). The reaction mixture was concentrated and partitioned between ethylacetate and water. The organic layer was concentrated to afford the crude p...